describe an organic reaction: reactants, conditions, products, and yield From a dataset of the Open Reaction Database (ORD), a public repository of structured organic reaction records. Yields the product Fc1cccc(-c2cccc3[nH]ccc23)c1. RXN SMILES: [Br:19][c:20]1[cH:21][c:22]([F:26])[cH:23][cH:24][cH:25]1.[CH2:29]1[O:30][CH2:31][CH2:32][CH2:33]1.[CH3:1][C:2]1([CH3:3])[C:4]([CH3:5])([CH3:6])[O:7][B:8]([c:9]2[c:10]3[cH:11][cH:12][nH:13][c:14]3[cH:15][cH:16][cH:17]2)[O:18]1.[CH3:35][CH2:36][O:37][C:38](=[O:39])[CH3:40].[Na+:28].[OH-:27].[Pd:34]>>[c:9]1(-[c:20]2[cH:21][c:22]([F:26])[cH:23][cH:24][cH:25]2)[c:10]2[cH:11][cH:12][nH:13][c:14]2[cH:15][cH:16][cH:17]1. Reactants: Fc1cccc(Br)c1, C1CCOC1, CC1(C)OB(c2cccc3[nH]ccc23)OC1(C)C, CCOC(C)=O, [Na+], [OH-], [Pd]. Reactants: C(C=C)NC1=NC=CC(=N1)NC1=C(C=CC(=C1)NC(=O)C1=CC(=NC=C1)N1CCOCC1)C (2-allylamino-4-[2-methyl-5-(2-morpholinopyrid-4-ylcarbonylamino)anilino]pyrimidine), CS(=O)(=O)O (methanesulphonic acid). Reagents/catalysts: [Pd] (palladium-on-carbon). Run in CC(=O)N(C)C (DMA). Conditions: temperature 140 celsius. Yields the product NC1=NC=CC(=N1)NC1=C(C=CC(=C1)NC(=O)C1=CC(=NC=C1)N1CCOCC1)C (2-Amino-4-[2-methyl-5-(2-morpholinopyrid-4-ylcarbonylamino)anilino]pyrimidine). As a reaction SMILES: C([NH:4][C:5]1[N:10]=[C:9]([NH:11][C:12]2[CH:17]=[C:16]([NH:18][C:19]([C:21]3[CH:26]=[CH:25][N:24]=[C:23]([N:27]4[CH2:32][CH2:31][O:30][CH2:29][CH2:28]4)[CH:22]=3)=[O:20])[CH:15]=[CH:14][C:13]=2[CH3:33])[CH:8]=[CH:7][N:6]=1)C=C.CS(O)(=O)=O>CC(N(C)C)=O.[Pd]>[NH2:4][C:5]1[N:10]=[C:9]([NH:11][C:12]2[CH:17]=[C:16]([NH:18][C:19]([C:21]3[CH:26]=[CH:25][N:24]=[C:23]([N:27]4[CH2:28][CH2:29][O:30][CH2:31][CH2:32]4)[CH:22]=3)=[O:20])[CH:15]=[CH:14][C:13]=2[CH3:33])[CH:8]=[CH:7][N:6]=1. Procedure: A mixture of 2-allylamino-4-[2-methyl-5-(2-morpholinopyrid-4-ylcarbonylamino)anilino]pyrimidine (0.151 g), methanesulphonic acid (0.1 ml) and 30% palladium-on-carbon (0.034 g) in DMA (1 ml) was stirred and heated to 140° C. for 24 hours. The mixture was cooled to ambient temperature and filtered. A mixture of methylene chloride and isohexane was added to the filtrate. The resultant precipitate was isolated and purified by column chromatography on silica using a 89:10:1 mixture of methylene chlor...